This data is from the Open Reaction Database (ORD), a public repository of structured organic reaction records. The task is: describe an organic reaction: reactants, conditions, products, and yield Starting materials: CC=1C=C(C(=O)O)C=C(C1NC(C1=C(C=CC(=C1)N1CCC(CC1)=O)C)=O)C (3,5-dimethyl-4-[[2-methyl-5-(4-oxo-1-piperidyl)benzoyl]amino]benzoic acid), [BH4-].[Na+] (sodium tetrahydroborate). The solvent is CO (methanol). Reaction conditions: time 1 hour. The product is OC1CCN(CC1)C=1C=CC(=C(C(=O)NC2=C(C=C(C(=O)O)C=C2C)C)C1)C (4-[[5-(4-hydroxy-1-piperidyl)-2-methyl-benzoyl]amino]-3,5-dimethyl-benzoic acid). The yield is 0.0%. RXN SMILES: [CH3:1][C:2]1[CH:3]=[C:4]([CH:8]=[C:9]([CH3:28])[C:10]=1[NH:11][C:12](=[O:27])[C:13]1[CH:18]=[C:17]([N:19]2[CH2:24][CH2:23][C:22](=[O:25])[CH2:21][CH2:20]2)[CH:16]=[CH:15][C:14]=1[CH3:26])[C:5]([OH:7])=[O:6].[BH4-].[Na+]>CO>[OH:25][CH:22]1[CH2:21][CH2:20][N:19]([C:17]2[CH:16]=[CH:15][C:14]([CH3:26])=[C:13]([CH:18]=2)[C:12]([NH:11][C:10]2[C:9]([CH3:28])=[CH:8][C:4]([C:5]([OH:7])=[O:6])=[CH:3][C:2]=2[CH3:1])=[O:27])[CH2:24][CH2:23]1 |f:1.2|. Procedure: To a solution of 3,5-dimethyl-4-[[2-methyl-5-(4-oxo-1-piperidyl)benzoyl]amino]benzoic acid (69.5 mg, 182.68 moles) in methanol (1.83 ml) is added sodium tetrahydroborate (13.82 mg, 365.36 moles) and the resulting mixture is stirred at ambient temperature. After 1 hour, the mixture is quenched with saturated solution of NH4Cl (0.2 ml) and extracted with CHCl3 (3 ml):IPA (1 ml). The combined organic layers are dried over sodium sulfate, filtered, and concentrated under reduced pressure. The result... RXN SMILES: [Br:18][c:19]1[cH:20][cH:21][c:22]([O:23][CH:24]([CH2:25][NH:26][S:27](=[O:28])(=[O:29])[CH:30]([CH3:31])[CH3:32])[CH3:33])[cH:34][cH:35]1.[C:1](#[N:2])[c:3]1[cH:4][cH:5][c:6]([B:9]([OH:10])[OH:11])[cH:7][cH:8]1.[CH3:36][C:37]([OH:38])([CH3:39])[CH2:40][OH:41].[Na+:12].[Na+:13].[O-:14][C:15](=[O:16])[O-:17].[cH:42]1[cH:43][cH:44][c:45]([P:46]([Pd:47]([P:48]([c:49]2[cH:50][cH:51][cH:52][cH:53][cH:54]2)([c:55]2[cH:56][cH:57][cH:58][cH:59][cH:60]2)[c:61]2[cH:62][cH:63][cH:64][cH:65][cH:66]2)([P:67]([c:68]2[cH:69][cH:70][cH:71][cH:72][cH:73]2)([c:74]2[cH:75][cH:76][cH:77][cH:78][cH:79]2)[c:80]2[cH:81][cH:82][cH:83][cH:84][cH:85]2)[P:86]([c:87]2[cH:88][cH:89][cH:90][cH:91][cH:92]2)([c:93]2[cH:94][cH:95][cH:96][cH:97][cH:98]2)[c:99]2[cH:100][cH:101][cH:102][cH:103][cH:104]2)([c:105]2[cH:106][cH:107][cH:108][cH:109][cH:110]2)[c:111]2[cH:112][cH:113][cH:114][cH:115][cH:116]2)[cH:117][cH:118]1>>[C:1](#[N:2])[c:3]1[cH:4][cH:5][c:6](-[c:19]2[cH:20][cH:21][c:22]([O:23][CH:24]([CH2:25][NH:26][S:27](=[O:28])(=[O:29])[CH:30]([CH3:31])[CH3:32])[CH3:33])[cH:34][cH:35]2)[cH:7][cH:8]1. Yields the product CC(CNS(=O)(=O)C(C)C)Oc1ccc(-c2ccc(C#N)cc2)cc1. The reactants are CC(CNS(=O)(=O)C(C)C)Oc1ccc(Br)cc1, N#Cc1ccc(B(O)O)cc1, CC(C)(O)CO, [Na+], [Na+], O=C([O-])[O-], c1ccc(P(c2ccccc2)(c2ccccc2)[Pd](P(c2ccccc2)(c2ccccc2)c2ccccc2)(P(c2ccccc2)(c2ccccc2)c2ccccc2)P(c2ccccc2)(c2ccccc2)c2ccccc2)cc1.